Dataset: the Open Reaction Database (ORD), a public repository of structured organic reaction records. Task: describe an organic reaction: reactants, conditions, products, and yield The reactants are C(C)(C)(C)[Si](OC1CN(C1)C1=CC=C(C=C1)[C@H](C)NC(C)=O)(C)C ((S)—N-(1-{4-[3-(tert-Butyl-dimethyl-silanyloxy)-azetidin-1-yl]-phenyl}-ethyl)-acetamide), [F-].C(CCC)[N+](CCCC)(CCCC)CCCC (tetrabutylammonium fluoride). Solvent: C1CCOC1 (THF). Conditions: temperature 5 celsius, time 1 hour. Yields the product OC1CN(C1)C1=CC=C(C=C1)[C@H](C)NC(C)=O ((S)—N-{1-[4-(3-Hydroxy-azetidin-1-yl)-phenyl]ethyl}-acetamide). RXN SMILES: C([Si](C)(C)[O:6][CH:7]1[CH2:10][N:9]([C:11]2[CH:16]=[CH:15][C:14]([C@@H:17]([NH:19][C:20](=[O:22])[CH3:21])[CH3:18])=[CH:13][CH:12]=2)[CH2:8]1)(C)(C)C.[F-].C([N+](CCCC)(CCCC)CCCC)CCC>C1COCC1>[OH:6][CH:7]1[CH2:8][N:9]([C:11]2[CH:12]=[CH:13][C:14]([C@@H:17]([NH:19][C:20](=[O:22])[CH3:21])[CH3:18])=[CH:15][CH:16]=2)[CH2:10]1 |f:1.2|. Procedure details: 2.6 g (7.46 mmol) (S)—N-(1-{4-[3-(tert-Butyl-dimethyl-silanyloxy)-azetidin-1-yl]-phenyl}-ethyl)-acetamide (IV.1) are added to 20 mL THF and the mixture is cooled to 5° C. 14.9 mL (14.9 mmol) tetrabutylammonium fluoride (1 N in THF) are added and the mixture is allowed to warm to rt. Stirring is continued for 1 h and the solvent is removed in vacuo. The residue is purified by column chromatography (silica gel; DCM:MeOH; gradient 9:1→8:2) to yield the desired product. The reactants are BrC1=CC=C(C=C1)N1N=CN=C1C1=CC=C(C=C1)[N+](=O)[O-] (1-(p-bromophenyl)-5-(p-nitrophenyl)-1H-1,2,4-triazole), S(=O)([O-])S(=O)[O-].[Na+].[Na+] (sodium hydrosulfite), O (water). Run in CC(=O)C (acetone). Product: NC1=CC=C(C=C1)C1=NC=NN1C1=CC=C(C=C1)Br (5-(p-Aminophenyl)-1-(p-bromophenyl)-1H-1,2,4-triazole). RXN SMILES: [Br:1][C:2]1[CH:7]=[CH:6][C:5]([N:8]2[C:12]([C:13]3[CH:18]=[CH:17][C:16]([N+:19]([O-])=O)=[CH:15][CH:14]=3)=[N:11][CH:10]=[N:9]2)=[CH:4][CH:3]=1.S(S([O-])=O)([O-])=O.[Na+].[Na+].O>CC(C)=O>[NH2:19][C:16]1[CH:17]=[CH:18][C:13]([C:12]2[N:8]([C:5]3[CH:6]=[CH:7][C:2]([Br:1])=[CH:3][CH:4]=3)[N:9]=[CH:10][N:11]=2)=[CH:14][CH:15]=1 |f:1.2.3|. Procedure details: A mixture of 9.0 g. of 1-(p-bromophenyl)-5-(p-nitrophenyl)-1H-1,2,4-triazole, 18.0 g. of sodium hydrosulfite, 40 ml. of water and 150 ml. of acetone is stirred at room temperature overnight. The acetone is removed in vacuo and the residue is extracted with hot chloroform. Cooling produces 2.1 g. of the desired product as pale yellow crystals, mp. 128°-130° C. Starting materials: O (Water), C(C)(C)(C)OC(=O)N1CCC(CC1)(C(=O)OCC)CC(=O)O (1-tert-butoxycarbonyl-4-ethoxycarbonyl-piperidin-4-ylacetic acid), O1CCCC1.B (borane tetrahydrofuran), O (water), C([O-])([O-])=O.[K+].[K+] (potassium carbonate). Run in O1CCCC1 (tetrahydrofuran). The product is C(C)(C)(C)OC(=O)N1CCC(CC1)(CCO)C(=O)OCC (4-Ethoxycarbonyl-4-(2-hydroxyethyl)piperidine-1-carboxylic Acid tert-Butyl Ester). Isolated yield 85.9%. RXN SMILES: [C:1]([O:5][C:6]([N:8]1[CH2:13][CH2:12][C:11]([CH2:19][C:20](O)=[O:21])([C:14]([O:16][CH2:17][CH3:18])=[O:15])[CH2:10][CH2:9]1)=[O:7])([CH3:4])([CH3:3])[CH3:2].O1CCCC1.B.O.C(=O)([O-])[O-].[K+].[K+]>O1CCCC1>[C:1]([O:5][C:6]([N:8]1[CH2:13][CH2:12][C:11]([C:14]([O:16][CH2:17][CH3:18])=[O:15])([CH2:19][CH2:20][OH:21])[CH2:10][CH2:9]1)=[O:7])([CH3:3])([CH3:4])[CH3:2] |f:1.2,4.5.6|. Procedure: To a solution of 1-tert-butoxycarbonyl-4-ethoxycarbonyl-piperidin-4-ylacetic acid (2.34 g) in tetrahydrofuran (60 ml) was added a 1M borane tetrahydrofuran solution (7.42 ml) at −78° C., and the mixture was allowed to warm to room temperature in 15 hours in stirring. After completion of the reaction, water and potassium carbonate were added, and the mixture was stirred at room temperature for 1 hour. Water was added and the mixture was washed with hexane. The aqueous layer was extracted with eth... Reactants: ( C ), N[C@@H](CC(O)=O)C(=O)O (Asp), N[C@@H](CCCCN)C(=O)O (Lys), N[C@@H](CCCCN)C(=O)O (Lys), Leucine amino, N[C@@H](CCCNC(N)=N)C(=O)O (Arg), N[C@@H](CC1=CC=C(C=C1)O)C(=O)O (Tyr), Amino acid, N[C@@H](CCCNC(N)=N)C(=O)O (Arg), N[C@@H](C(C)C)C(=O)O (Val). Yields the product N1[C@@H](CCCNC(N)=N)C(=O)N[C@@H](CCCCN)C(=O)N[C@@H](CC(O)=O)C(=O)N[C@@H](C(C)C)C(=O)N[C@@H](CC2=CC=C(C=C2)O)C1=O (Cyclo-(Arg-Lys-Asp-Val-Tyr)). As a reaction SMILES: [NH2:1][C@H:2]([C:10]([OH:12])=O)[CH2:3][CH2:4][CH2:5][NH:6][C:7](=[NH:9])[NH2:8].[NH2:13][C@H:14]([C:20]([OH:22])=O)[CH2:15][CH2:16][CH2:17][CH2:18][NH2:19].[NH2:23][C@H:24]([C:29]([OH:31])=O)[CH2:25][C:26](=[O:28])[OH:27].[NH2:32][C@H:33]([C:37]([OH:39])=O)[CH:34]([CH3:36])[CH3:35].[NH2:40][C@H:41]([C:50](O)=[O:51])[CH2:42][C:43]1[CH:48]=[CH:47][C:46]([OH:49])=[CH:45][CH:44]=1>>[NH:1]1[C:50](=[O:51])[C@H:41]([CH2:42][C:43]2[CH:48]=[CH:47][C:46]([OH:49])=[CH:45][CH:44]=2)[NH:40][C:37](=[O:39])[C@H:33]([CH:34]([CH3:36])[CH3:35])[NH:32][C:29](=[O:31])[C@H:24]([CH2:25][C:26](=[O:28])[OH:27])[NH:23][C:20](=[O:22])[C@H:14]([CH2:15][CH2:16][CH2:17][CH2:18][NH2:19])[NH:13][C:10](=[O:12])[C@@H:2]1[CH2:3][CH2:4][CH2:5][NH:6][C:7](=[NH:9])[NH2:8]. Procedure: The crude Cyclo-[Arg(Tos)-Lys(Z)-Asp(OBzl)-Val-Tyr(Bzl)] (1 g) was cleaved with 20 ml of HF containing 2 ml anisole at 0° C. for 1 h. The peptide/resin mixture was washed with ether (3×20 ml). The free peptide was extracted with 5 HOAc/H2O (3×20 ml) and lyophilized. The crude material was applied on Sephadex SPC-25 column (60 cm×2.5 cm) previously equilibrated with 0.1M NH4OAc, pH 5. The column was eluted with the equilibration buffer at a flow rate of 85 ml/h and fractions of 13 ml were collect... The reactants are ON(C1=CC=CC=C1)C=O (N-hydroxy-N-formylaniline), Li2PdCl4, C(C)(=O)OC=C (vinyl acetate). Product: C(=O)N1C=CC2=CC=CC=C12 (N-formylindole). RXN SMILES: O[N:2]([CH:9]=[O:10])[C:3]1[CH:8]=[CH:7][CH:6]=[CH:5][CH:4]=1.[C:11](OC=C)(=O)[CH3:12]>>[CH:9]([N:2]1[C:3]2[C:8](=[CH:7][CH:6]=[CH:5][CH:4]=2)[CH:12]=[CH:11]1)=[O:10]. Reported procedure: In a manner analogous to that of Example 1, 3.1 g of N-hydroxy-N-formylaniline, 200 mg of Li2PdCl4 and 60 ml of vinyl acetate are reacted at 55° C. for 6 hours, and, after further processing, N-formylindole is obtained; IR spectrum (CHCl3): 1660 (CO): NMR spectrum (100 MHz, CDCl3): 6.54 (broad d, J=5 Hz, CH); 7.0-7.3 (m, 4H); 8.02 (broad d, J=6 Hz, CH); 8.68 (s, H--CO) ppm. Starting materials: ClC1=CC=C(C=C1)C=1SC=2C(N(CCC2N1)CC1=CC(=C(C=C1)OC)OC)=O (2-(4-chloro-phenyl)-5-(3,4-dimethoxy-benzyl)-6,7-dihydro-5H-thiazolo[5,4-c]pyridin-4-one), C1(=CC=C(C=C1)S(=O)(=O)O)C (para-toluene sulfonic acid). Run in C1(=CC=CC=C1)C (toluene). The product is ClC1=CC=C(C=C1)C=1SC=2C(NCCC2N1)=O (2-(4-Chloro-phenyl)-6,7-dihydro-5H-thiazolo[5,4-c]pyridin-4-one). The yield is 70.6%. RXN SMILES: [Cl:1][C:2]1[CH:7]=[CH:6][C:5]([C:8]2[S:9][C:10]3[C:11](=[O:28])[N:12](CC4C=CC(OC)=C(OC)C=4)[CH2:13][CH2:14][C:15]=3[N:16]=2)=[CH:4][CH:3]=1.C1(C)C=CC(S(O)(=O)=O)=CC=1>C1(C)C=CC=CC=1>[Cl:1][C:2]1[CH:7]=[CH:6][C:5]([C:8]2[S:9][C:10]3[C:11](=[O:28])[NH:12][CH2:13][CH2:14][C:15]=3[N:16]=2)=[CH:4][CH:3]=1. Reported procedure: Dissolve 2-(4-chloro-phenyl)-5-(3,4-dimethoxy-benzyl)-6,7-dihydro-5H-thiazolo[5,4-c]pyridin-4-one (376 mg, 0.91 mmol) in toluene (5.0 mL) and treat with para-toluene sulfonic acid (176 mg, 0.92 mmol). Stir the solution at reflux for 2 d, then concentrate and purify the crude material by flash chromatography, using 5% MeOH (2N NH3)/CH2Cl2 as eluent, to give the title compound as a white solid (170 mg, 70%). MS (ES+) 265.0 (M+1)+. 1H NMR (CDCl3): δ 8.02 (d, 2H, J=8.8 Hz), 7.94 (s, 1H), 7.60 (d, 2H... Reactants: [N+](=O)([O-])C1=CC=C(C=C1)NC(=O)N1NC(C(C1C1=CC=CC=C1)C1=CC=CC=C1)=O (1-[(4--Nitrophenyl)aminocarbonyl]-4,5-diphenyl-3-pyrazolidinone). Reagents/catalysts: [Pd] (Pd/C). Solvent: CCO (EtOH). Yields the product NC1=CC=C(C=C1)NC(=O)N1NC(C(C1C1=CC=CC=C1)C1=CC=CC=C1)=O (1-[(4-Aminophenyl)aminocarbonyl]-4,5-diphenyl-3-pyrazolidinone). Isolated yield 27.1%. Reaction SMILES: [N+:1]([C:4]1[CH:9]=[CH:8][C:7]([NH:10][C:11]([N:13]2[CH:17]([C:18]3[CH:23]=[CH:22][CH:21]=[CH:20][CH:19]=3)[CH:16]([C:24]3[CH:29]=[CH:28][CH:27]=[CH:26][CH:25]=3)[C:15](=[O:30])[NH:14]2)=[O:12])=[CH:6][CH:5]=1)([O-])=O>CCO.[Pd]>[NH2:1][C:4]1[CH:9]=[CH:8][C:7]([NH:10][C:11]([N:13]2[CH:17]([C:18]3[CH:23]=[CH:22][CH:21]=[CH:20][CH:19]=3)[CH:16]([C:24]3[CH:25]=[CH:26][CH:27]=[CH:28][CH:29]=3)[C:15](=[O:30])[NH:14]2)=[O:12])=[CH:6][CH:5]=1. Procedure: 1-[(4--Nitrophenyl)aminocarbonyl]-4,5-diphenyl-3-pyrazolidinone (500 mg, 1.24 mmol) was dissolved in 50 mL EtOH and hydrogenated with 5% Pd/C (500 mg) under 60 p.s.i. H2, overnight at room temperature. The mixture was filtered to remove catalyst, solvent removed in vacuo, and the product isolated by chromatography (0-50% EtOAc:hexane gradient) as 125 mg (27%) solid.